This data is from the Open Reaction Database (ORD), a public repository of structured organic reaction records. The task is: describe an organic reaction: reactants, conditions, products, and yield The reactants are O=C([O-])[O-], CCOC(=O)c1ccc(N)cc1, Clc1ccccc1, ClCCNCCCl, Cl, [K+], [K+]. The product is CCOC(=O)c1ccc(N2CCNCC2)cc1. As a reaction SMILES: [C:21](=[O:22])([O-:23])[O-:24].[CH2:9]([CH3:10])[O:11][C:12]([c:13]1[cH:14][cH:15][c:16]([NH2:19])[cH:17][cH:18]1)=[O:20].[Cl:27][c:28]1[cH:29][cH:30][cH:31][cH:32][cH:33]1.[Cl:2][CH2:3][CH2:4][NH:5][CH2:6][CH2:7][Cl:8].[ClH:1].[K+:25].[K+:26]>>[CH2:3]1[CH2:4][NH:5][CH2:6][CH2:7][N:19]1[c:16]1[cH:15][cH:14][c:13]([C:12]([O:11][CH2:9][CH3:10])=[O:20])[cH:18][cH:17]1. The reactants are N1CCNCC1 (piperazine), BrC(C(=O)OCC)CBr (ethyl 2,3-dibromopropanoate). The product is N12C(CN(CC1)CC2)C(=O)OCC (ethyl 1,4-diazabicyclo[2.2.2]octane-2-carboxylate). RXN SMILES: [NH:1]1[CH2:6][CH2:5][NH:4][CH2:3][CH2:2]1.Br[CH:8]([CH2:14]Br)[C:9]([O:11][CH2:12][CH3:13])=[O:10]>>[N:1]12[CH2:6][CH2:5][N:4]([CH2:3][CH2:2]1)[CH2:14][CH:8]2[C:9]([O:11][CH2:12][CH3:13])=[O:10]. Procedure: reacting piperazine and ethyl 2,3-dibromopropanoate to form ethyl 1,4-diazabicyclo[2.2.2]octane-2-carboxylate; Starting materials: BrC=1C=CC(=C(C1)C1C(C2C3(C=CC(C2C1=O)(O3)C)C)=O)CC ((1RS,2SR,6RS,7SR)-4-(5-bromo-2-ethylphenyl)-1,7-dimethyl-10-oxatricyclo[5.2.1.02,6]dec-8-en-3,5-dione), ClC1=CC(=C(C=C1)B(O)O)F (4-chloro-2-fluorophenylboronic acid), [F-].[Cs+] (cesium fluoride). Run in COCCOC (1,2-dimethoxyethane), ClCCl (dichloromethane), ClCCl (dichloromethane), COCCOC (1,2-dimethoxyethane). Reaction conditions: time 40 minute. Yields the product ClC1=CC(=C(C=2C=CC(=C(C2)C2C(C3C4(CCC(C3C2=O)(O4)C)C)=O)CC)C=C1)F ((1RS,2SR,6RS,7SR)-4-(4′-chloro-4-ethyl-2′-fluorobiphen-3-yl)-1,7-dimethyl-10-oxatricyclo-[5.2.1.02,6]decane-3,5-dione). Reaction SMILES: Br[C:2]1[CH:3]=[CH:4][C:5]([CH2:22][CH3:23])=[C:6]([CH:8]2[C:16](=[O:17])[CH:15]3[CH:10]([C:11]4([CH3:20])[O:18][C:14]3([CH3:19])[CH:13]=[CH:12]4)[C:9]2=[O:21])[CH:7]=1.[Cl:24][C:25]1[CH:30]=[CH:29][C:28](B(O)O)=[C:27]([F:34])[CH:26]=1.[F-].[Cs+]>COCCOC.ClCCl>[Cl:24][C:25]1[CH:30]=[CH:29][C:28]([C:2]2[CH:3]=[CH:4][C:5]([CH2:22][CH3:23])=[C:6]([CH:8]3[C:9](=[O:21])[CH:10]4[CH:15]([C:14]5([CH3:19])[O:18][C:11]4([CH3:20])[CH2:12][CH2:13]5)[C:16]3=[O:17])[CH:7]=2)=[C:27]([F:34])[CH:26]=1 |f:2.3|. Procedure details: A mixture of (1RS,2SR,6RS,7SR)-4-(5-bromo-2-ethylphenyl)-1,7-dimethyl-10-oxatricyclo[5.2.1.02,6]dec-8-en-3,5-dione (113 mg, 0.3 mmol), 4-chloro-2-fluorophenylboronic acid (103 mg, 0.6 mmol) and cesium fluoride (449 mg, 3.0 mmol) in degassed 1,2-dimethoxyethane (1.5 ml) are stirred under nitrogen at room temperature for 40 minutes. [1,1′-bis(diphenylphosphino) ferrocene]dichloropalladium(II) complex with dichloromethane (48 mg, 0.06 mmol) is added, followed by a further quantity of 1,2-dimethoxye... Reactants: Cc1occc1C(=O)O, NCC=CCOc1cc(CN2CCCCC2)ccn1. Yields the product Cc1occc1C(=O)NCC=CCOc1cc(CN2CCCCC2)ccn1. RXN SMILES: [CH3:20][c:21]1[o:22][cH:23][cH:24][c:25]1[C:26](=[O:27])[OH:28].[N:1]1([CH2:7][c:8]2[cH:9][c:10]([O:14][CH2:15][CH:16]=[CH:17][CH2:18][NH2:19])[n:11][cH:12][cH:13]2)[CH2:2][CH2:3][CH2:4][CH2:5][CH2:6]1>>[N:1]1([CH2:7][c:8]2[cH:9][c:10]([O:14][CH2:15][CH:16]=[CH:17][CH2:18][NH:19][C:26]([c:25]3[c:21]([CH3:20])[o:22][cH:23][cH:24]3)=[O:27])[n:11][cH:12][cH:13]2)[CH2:2][CH2:3][CH2:4][CH2:5][CH2:6]1. Reactants: CC(C)(C)c1ccc(S(=O)(=O)Cl)cc1, COC(=O)C(Cc1ccc(-c2ccccc2)cc1)NC(=O)c1cc(Br)ccc1N, ClCCl, c1ccncc1. Reaction SMILES: [C:36]([CH3:37])([CH3:38])([CH3:39])[c:40]1[cH:41][cH:42][c:43]([S:46](=[O:47])(=[O:48])[Cl:49])[cH:44][cH:45]1.[CH3:1][O:2][C:3]([CH:4]([CH2:5][c:6]1[cH:7][cH:8][c:9](-[c:12]2[cH:13][cH:14][cH:15][cH:16][cH:17]2)[cH:10][cH:11]1)[NH:18][C:19]([c:20]1[c:21]([NH2:27])[cH:22][cH:23][c:24]([Br:26])[cH:25]1)=[O:28])=[O:29].[Cl:50][CH2:51][Cl:52].[cH:30]1[cH:31][cH:32][n:33][cH:34][cH:35]1>>[CH3:1][O:2][C:3]([CH:4]([CH2:5][c:6]1[cH:7][cH:8][c:9](-[c:12]2[cH:13][cH:14][cH:15][cH:16][cH:17]2)[cH:10][cH:11]1)[NH:18][C:19]([c:20]1[c:21]([NH:27][S:46]([c:43]2[cH:42][cH:41][c:40]([C:36]([CH3:37])([CH3:38])[CH3:39])[cH:45][cH:44]2)(=[O:47])=[O:48])[cH:22][cH:23][c:24]([Br:26])[cH:25]1)=[O:28])=[O:29]. The product is COC(=O)C(Cc1ccc(-c2ccccc2)cc1)NC(=O)c1cc(Br)ccc1NS(=O)(=O)c1ccc(C(C)(C)C)cc1. The reactants are ClC=1C(=NC=NC1Cl)N (5,6-dichloropyrimidin-4-amine), NC[C@H]1[C@@H](CN(CC1)C(=O)OC(C)(C)C)O ((3S,4S)-tert-butyl 4-(aminomethyl)-3-hydroxypiperidine-1-carboxylate), C(C1=CC=CC=C1)N1N=CC(=C1)B(O)O ((1-benzyl-1H-pyrazol-4-yl)boronic acid), C(C=C)(=O)O (acrylic acid). Yields the product NC1=C(C(=NC=N1)NC[C@H]1[C@@H](CN(CC1)C(C=C)=O)O)C=1C=NN(C1)CC1=CC=CC=C1 (1-((3S,4S)-4-(((6-amino-5-(1-benzyl-1H-pyrazol-4-yl)pyrimidin-4-yl)amino)methyl)-3-hydroxypiperidin-1-yl)prop-2-en-1-one). As a reaction SMILES: Cl[C:2]1[C:3]([NH2:9])=[N:4][CH:5]=[N:6][C:7]=1Cl.[NH2:10][CH2:11][C@@H:12]1[CH2:17][CH2:16][N:15]([C:18]([O:20]C(C)(C)C)=O)[CH2:14][C@H:13]1[OH:25].[CH2:26]([N:33]1[CH:37]=[C:36](B(O)O)[CH:35]=[N:34]1)[C:27]1[CH:32]=[CH:31][CH:30]=[CH:29][CH:28]=1.[C:41](O)(=O)[CH:42]=C>>[NH2:9][C:3]1[N:4]=[CH:5][N:6]=[C:7]([NH:10][CH2:11][C@@H:12]2[CH2:17][CH2:16][N:15]([C:18](=[O:20])[CH:41]=[CH2:42])[CH2:14][C@H:13]2[OH:25])[C:2]=1[C:36]1[CH:35]=[N:34][N:33]([CH2:26][C:27]2[CH:32]=[CH:31][CH:30]=[CH:29][CH:28]=2)[CH:37]=1. Procedure details: 1-((3S,4S)-4-(((6-amino-5-(1-benzyl-1H-pyrazol-4-yl)pyrimidin-4-yl)amino)methyl)-3-hydroxypiperidin-1-yl)prop-2-en-1-one was prepared from 5,6-dichloropyrimidin-4-amine, (3S,4S)-tert-butyl 4-(aminomethyl)-3-hydroxypiperidine-1-carboxylate, (1-benzyl-1H-pyrazol-4-yl)boronic acid and acrylic acid according to general scheme 3 using methods S1, S2, S3, and S4A. HPLC purity: 99%. MS: m/z=434 [M+H]+. 1H NMR (CD3OD) δ 8.22 (s, 1H), 7.84 (s, 1H), 7.60 (s, 1H), 7.40 (m, 5H), 6.76 (m, 1H), 6.21 (d, 1H), ... Reactants: C(CCC)(=O)OC[C@H]1CO1 ((R)-glycidyl butyrate), C(C1=CC=CC=C1)OC(=O)NC=1C=C2C=CC=NC2=CC1 (6-benzyloxycarbonylamino-quinoline), solution, C(CCC)[Li] (n-butyllithium), [NH4+].[Cl-] (NH4Cl). Reagents/catalysts: O.N1=CC=CC2=CC=C3C=CC=NC3=C12 (1,10-phenanthroline hydrate). The solvent is C1CCOC1 (THF), CCCCCC (n-hexane). Yields the product N1=CC=CC2=CC(=CC=C12)N1C(O[C@H](C1)CO)=O ((5R)-3 -(Quinolin-6-yl)-5-hydroxymethyl-oxazolidin-2-one). Yield: 45.2%. Reaction SMILES: C([Li])CCC.C(O[C:14]([NH:16][C:17]1[CH:18]=[C:19]2[C:24](=[CH:25][CH:26]=1)[N:23]=[CH:22][CH:21]=[CH:20]2)=O)C1C=CC=CC=1.[C:27]([O:32][CH2:33][C@@H:34]1[O:36]C1)(=[O:31])CCC.[NH4+].[Cl-]>CCCCCC.C1COCC1.O.N1C2C(=CC=C3C=2N=CC=C3)C=CC=1>[N:23]1[C:24]2[C:19](=[CH:18][C:17]([N:16]3[CH2:14][C@H:33]([CH2:34][OH:36])[O:32][C:27]3=[O:31])=[CH:26][CH:25]=2)[CH:20]=[CH:21][CH:22]=1 |f:3.4,7.8|. Reported procedure: 4.70 ml (11.78 mmol) of a 2.5M solution of n-butyllithium in n-hexane are slowly added to a stirred solution, cooled to -78° C., of 3.28 g (11.78 mmol) of 6-benzyloxycarbonylamino-quinoline and 1 mg of 1,10-phenanthroline hydrate in 30 ml of anhydrous THF until the colour changes. Thereafter, 1.67 ml (11.78 mmol) of (R)-glycidyl butyrate are added dropwise and the reaction mixture is allowed to warm to room temperature in the course of 16 hours. 30 ml of saturated aqueous NH4Cl solution are then...